This data is from the Open Reaction Database (ORD), a public repository of structured organic reaction records. The task is: describe an organic reaction: reactants, conditions, products, and yield Starting materials: [Si](C)(C)(C(C)(C)C)O[C@H]1C=C[C@H](C1)O ((-)-cis-4-tert-butyldimethylsilyloxy-2-cyclopentenol), [BH4-].[Na+] (sodium borohydride). The reagents and catalysts are [Ni] (Raney nickel). Run in C(C)O (ethanol). Reaction conditions: temperature 0 celsius, time 5.25 hour. Yields the product [Si](C)(C)(C(C)(C)C)O[C@H]1C[C@H](CC1)O ((-)-cis-3-tert-butyldimethylsilyloxycyclopentanol). Yield: 87.3%. RXN SMILES: [Si:1]([O:8][C@@H:9]1[CH2:13][C@H:12]([OH:14])[CH:11]=[CH:10]1)([C:4]([CH3:7])([CH3:6])[CH3:5])([CH3:3])[CH3:2].[BH4-].[Na+]>C(O)C.[Ni]>[Si:1]([O:8][C@@H:9]1[CH2:10][CH2:11][C@H:12]([OH:14])[CH2:13]1)([C:4]([CH3:7])([CH3:6])[CH3:5])([CH3:3])[CH3:2] |f:1.2|. Procedure details: Dissolve (-)-cis-4-tert-butyldimethylsilyloxy-2-cyclopentenol (28.85 g, 135 mmol, prepared in example 10) in ethanol (75 mL) and treated with Raney nickel (1.85 g, 32 mmol, previously washed with water (2×50 mL) and ethanol (2×50 mL)). Charge the atmosphere with hydrogen at 50 psi (344.74 kPa) and shake the mixture. After 5.25 hours, filter the reaction. Cool the filtrate to 0° C. and treat with sodium borohydride (0.54 g, 14.3 mmol). After stirring for 2 hours, concentrate the solution under va... Starting materials: CCCCn1nc(C(=O)OCC)cc1CCS(=O)(=O)CCC, CCO, [Na+], [OH-]. Yields the product CCCCn1nc(C(=O)O)cc1CCS(=O)(=O)CCC. RXN SMILES: [CH2:1]([CH2:2][CH2:3][CH3:4])[n:5]1[n:6][c:7]([C:18](=[O:19])[O:20][CH2:21][CH3:22])[cH:8][c:9]1[CH2:10][CH2:11][S:12](=[O:13])(=[O:14])[CH2:15][CH2:16][CH3:17].[CH3:25][CH2:26][OH:27].[Na+:24].[OH-:23]>>[CH2:1]([CH2:2][CH2:3][CH3:4])[n:5]1[n:6][c:7]([C:18](=[O:19])[OH:20])[cH:8][c:9]1[CH2:10][CH2:11][S:12](=[O:13])(=[O:14])[CH2:15][CH2:16][CH3:17]. Starting materials: Nc1cnc(Oc2cc3ccccc3cn2)c(Cl)c1, O=S(=O)(Cl)c1ccc(F)cc1. Yields the product O=S(=O)(Nc1cnc(Oc2cc3ccccc3cn2)c(Cl)c1)c1ccc(F)cc1. RXN SMILES: [Cl:1][c:2]1[cH:3][c:4]([NH2:19])[cH:5][n:6][c:7]1[O:8][c:9]1[n:10][cH:11][c:12]2[cH:13][cH:14][cH:15][cH:16][c:17]2[cH:18]1.[F:20][c:21]1[cH:22][cH:23][c:24]([S:27](=[O:28])(=[O:29])[Cl:30])[cH:25][cH:26]1>>[Cl:1][c:2]1[cH:3][c:4]([NH:19][S:27]([c:24]2[cH:23][cH:22][c:21]([F:20])[cH:26][cH:25]2)(=[O:28])=[O:29])[cH:5][n:6][c:7]1[O:8][c:9]1[n:10][cH:11][c:12]2[cH:13][cH:14][cH:15][cH:16][c:17]2[cH:18]1. The reactants are Cc1ccc(S(=O)(=O)OCC2Cc3ccc(Cl)c(-c4ccccc4Cl)c3O2)cc1, [N-]=[N+]=[N-], [Na+]. Product: [N-]=[N+]=NCC1Cc2ccc(Cl)c(-c3ccccc3Cl)c2O1. RXN SMILES: [CH3:1][c:2]1[cH:3][cH:4][c:5]([S:6]([O:7][CH2:12][CH:13]2[O:14][c:15]3[c:16]([cH:18][cH:19][c:20]([Cl:29])[c:21]3-[c:22]3[c:23]([Cl:28])[cH:24][cH:25][cH:26][cH:27]3)[CH2:17]2)(=[O:8])=[O:9])[cH:10][cH:11]1.[N-:31]=[N+:32]=[N-:33].[Na+:30]>>[CH2:12]([CH:13]1[O:14][c:15]2[c:16]([cH:18][cH:19][c:20]([Cl:29])[c:21]2-[c:22]2[c:23]([Cl:28])[cH:24][cH:25][cH:26][cH:27]2)[CH2:17]1)[N:31]=[N+:32]=[N-:33].